The task is: describe an organic reaction: reactants, conditions, products, and yield. This data is from the Open Reaction Database (ORD), a public repository of structured organic reaction records. Starting materials: CCCc1nc2cc(NS(=O)(=O)c3ccc(F)cc3)ccc2n1CC(=O)OC(C)(C)C, CC#N, CCOC(C)=O, FC(F)(F)c1ccccc1CBr, [K+], [K+], O=C([O-])[O-], O. Yields the product CCCc1nc2cc(N(Cc3ccccc3C(F)(F)F)S(=O)(=O)c3ccc(F)cc3)ccc2n1CC(=O)OC(C)(C)C. RXN SMILES: [C:19]([CH3:20])([CH3:21])([CH3:22])[O:23][C:24]([CH2:25][n:26]1[c:27]([CH2:46][CH2:47][CH3:48])[n:28][c:29]2[c:30]1[cH:31][cH:32][c:33]([NH:35][S:36](=[O:37])(=[O:38])[c:39]1[cH:40][cH:41][c:42]([F:45])[cH:43][cH:44]1)[cH:34]2)=[O:49].[CH3:50][C:51]#[N:52].[CH3:53][CH2:54][O:55][C:56]([CH3:57])=[O:58].[F:1][C:2]([c:3]1[c:4]([CH2:5][Br:6])[cH:7][cH:8][cH:9][cH:10]1)([F:11])[F:12].[K+:13].[K+:14].[O-:15][C:16]([O-:17])=[O:18].[OH2:59]>>[F:1][C:2]([c:3]1[c:4]([CH2:5][N:35]([c:33]2[cH:32][cH:31][c:30]3[n:26]([CH2:25][C:24]([O:23][C:19]([CH3:20])([CH3:21])[CH3:22])=[O:49])[c:27]([CH2:46][CH2:47][CH3:48])[n:28][c:29]3[cH:34]2)[S:36](=[O:37])(=[O:38])[c:39]2[cH:40][cH:41][c:42]([F:45])[cH:43][cH:44]2)[cH:7][cH:8][cH:9][cH:10]1)([F:11])[F:12].